Dataset: the Open Reaction Database (ORD), a public repository of structured organic reaction records. Task: describe an organic reaction: reactants, conditions, products, and yield Reactants: C1CCOC1, CCOCC, CC(=O)c1ccccc1, OCCNCCO. Product: CC(O)c1ccccc1. Reaction SMILES: [CH2:17]1[O:18][CH2:19][CH2:20][CH2:21]1.[CH2:22]([O:23][CH2:24][CH3:25])[CH3:26].[CH3:1][C:2](=[O:3])[c:4]1[cH:5][cH:6][cH:7][cH:8][cH:9]1.[OH:10][CH2:11][CH2:12][NH:13][CH2:14][CH2:15][OH:16]>>[CH3:1][CH:2]([OH:3])[c:4]1[cH:5][cH:6][cH:7][cH:8][cH:9]1. Reactants: CC(Br)C(=O)Br, C1CCNCC1, Cc1ccccc1. RXN SMILES: [Br:7][CH:8]([C:9](=[O:10])[Br:11])[CH3:12].[CH2:1]1[CH2:2][CH2:3][NH:4][CH2:5][CH2:6]1.[CH3:13][c:14]1[cH:15][cH:16][cH:17][cH:18][cH:19]1>>[CH2:1]1[CH2:2][CH2:3][N:4]([C:9]([CH:8]([Br:7])[CH3:12])=[O:10])[CH2:5][CH2:6]1. The product is CC(Br)C(=O)N1CCCCC1. Reactants: O.NN (hydrazine hydrate), C1OC2=C(C=C(C=C2)[N+](=O)[O-])O1 (1,2-Methylenedioxy-4-nitrobenzene). Reagents/catalysts: O.O.O.O.O.O.[Fe](Cl)(Cl)Cl (iron (III) chloride hexahydrate), [Rh] (rhodium on carbon). Solvent: O (water), O (water), O1CCCC1 (tetrahydrofuran). Conditions: time 1 hour. Product: C1OC2=C(C=C(C=C2)N=O)O1 (1,2-Methylenedioxy-4-nitrosobenzene), solid. Isolated yield 50.0%. Reaction SMILES: [CH2:1]1[O:12][C:4]2[CH:5]=[C:6]([N+:9]([O-])=[O:10])[CH:7]=[CH:8][C:3]=2[O:2]1.O.NN>O1CCCC1.[Rh].O.O.O.O.O.O.O.[Fe](Cl)(Cl)Cl>[CH2:1]1[O:12][C:4]2[CH:5]=[C:6]([N:9]=[O:10])[CH:7]=[CH:8][C:3]=2[O:2]1 |f:1.2,6.7.8.9.10.11.12|. Reported procedure: 1,2-Methylenedioxy-4-nitrobenzene (8.3 g, 0.05 mol) was dissolved in tetrahydrofuran (150 ml) with rhodium on carbon catalyst (0.2 g) at 0° C. and was treated dropwise with hydrazine hydrate (2.8 g, 0.055 mol). On completion of the addition, the mixture was stirred for 1 hour and then filtered through a HYFLO (Trade Mark) filter. The resulting solution was added dropwise to a chilled, stirred solution of iron (III) chloride hexahydrate (27.5 g, 0.1 mol) in water (150 ml). On completion of the ad... Starting materials: C(CCC)[SnH](CCCC)CCCC (tributylstannane), CN1N=C(C=2C1=CN=C(C2)[Sn](CCCC)(CCCC)CCCC)C (1,3-dimethyl-5-(tributylstannyl)-1H-pyrazolo[3,4-c]pyridine), C(C)(C)(C)O[C@H](C(=O)OCC)C1=C(C2=C(N=C(S2)C2=CC(=NC=C2)Cl)C=C1C)C1=CC=C(C=C1)Cl ((S)-ethyl 2-tert-butoxy-2-(7-(4-chlorophenyl)-2-(2-chloropyridin-4-yl)-5-methylbenzo[d]thiazol-6-yl)acetate), [Cl-].[Li+] (lithium chloride). Reagents/catalysts: C=1C=CC(=CC1)[P](C=2C=CC=CC2)(C=3C=CC=CC3)[Pd]([P](C=4C=CC=CC4)(C=5C=CC=CC5)C=6C=CC=CC6)([P](C=7C=CC=CC7)(C=8C=CC=CC8)C=9C=CC=CC9)[P](C=1C=CC=CC1)(C=1C=CC=CC1)C=1C=CC=CC1 (Tetrakis(triphenylphosphine)palladium(0)), Cl[Pd]([P](C1=CC=CC=C1)(C2=CC=CC=C2)C3=CC=CC=C3)([P](C4=CC=CC=C4)(C5=CC=CC=C5)C6=CC=CC=C6)Cl (trans-dichlorobis(triphenylphosphine)palladium), [Cu]I (copper(I) iodide). The solvent is O1CCOCC1 (dioxane), ClCCl (dichloromethane). Conditions: temperature 120 celsius. Product: C(C)(C)(C)O[C@H](C(=O)OCC)C1=C(C2=C(N=C(S2)C2=CC(=NC=C2)C=2C=C3C(=CN2)N(N=C3C)C)C=C1C)C1=CC=C(C=C1)Cl ((S)-ethyl 2-tert-butoxy-2-(7-(4-chlorophenyl)-2-(2-(1,3-dimethyl-1H-pyrazolo[3,4-c]pyridin-5-yl)pyridin-4-yl)-5-methylbenzo[d]thiazol-6-yl)acetate). As a reaction SMILES: [CH3:1][N:2]1[C:6]2=[CH:7][N:8]=[C:9]([Sn](CCCC)(CCCC)CCCC)[CH:10]=[C:5]2[C:4]([CH3:24])=[N:3]1.[C:25]([O:29][C@@H:30]([C:36]1[C:51]([CH3:52])=[CH:50][C:39]2[N:40]=[C:41]([C:43]3[CH:48]=[CH:47][N:46]=[C:45](Cl)[CH:44]=3)[S:42][C:38]=2[C:37]=1[C:53]1[CH:58]=[CH:57][C:56]([Cl:59])=[CH:55][CH:54]=1)[C:31]([O:33][CH2:34][CH3:35])=[O:32])([CH3:28])([CH3:27])[CH3:26].[Cl-].[Li+].C([SnH](CCCC)CCCC)CCC>O1CCOCC1.ClCCl.[Cu]I.C1C=CC([P]([Pd]([P](C2C=CC=CC=2)(C2C=CC=CC=2)C2C=CC=CC=2)([P](C2C=CC=CC=2)(C2C=CC=CC=2)C2C=CC=CC=2)[P](C2C=CC=CC=2)(C2C=CC=CC=2)C2C=CC=CC=2)(C2C=CC=CC=2)C2C=CC=CC=2)=CC=1.Cl[Pd](Cl)([P](C1C=CC=CC=1)(C1C=CC=CC=1)C1C=CC=CC=1)[P](C1C=CC=CC=1)(C1C=CC=CC=1)C1C=CC=CC=1>[C:25]([O:29][C@@H:30]([C:36]1[C:51]([CH3:52])=[CH:50][C:39]2[N:40]=[C:41]([C:43]3[CH:48]=[CH:47][N:46]=[C:45]([C:9]4[CH:10]=[C:5]5[C:4]([CH3:24])=[N:3][N:2]([CH3:1])[C:6]5=[CH:7][N:8]=4)[CH:44]=3)[S:42][C:38]=2[C:37]=1[C:53]1[CH:54]=[CH:55][C:56]([Cl:59])=[CH:57][CH:58]=1)[C:31]([O:33][CH2:34][CH3:35])=[O:32])([CH3:26])([CH3:27])[CH3:28] |f:2.3,^1:89,91,110,129,165,184|. Reported procedure: A mixture of 1,3-dimethyl-5-(tributylstannyl)-1H-pyrazolo[3,4-c]pyridine (31 mg, 0.071 mmol), (S)-ethyl 2-tert-butoxy-2-(7-(4-chlorophenyl)-2-(2-chloropyridin-4-yl)-5-methylbenzo[d]thiazol-6-yl)acetate (30.1 mg, 0.057 mmol), copper(I) iodide (13.5 mg, 0.071 mmol) and lithium chloride (15.1 mg, 0.355 mmol) in dioxane (0.5 mL) was sparged with nitrogen for 10 minutes. Tetrakis(triphenylphosphine)palladium(0) (8.9 mg, 0.0008 mmol) and trans-dichlorobis(triphenylphosphine)palladium (II) (5.2 mg, 0.0...